describe an organic reaction: reactants, conditions, products, and yield From a dataset of the Open Reaction Database (ORD), a public repository of structured organic reaction records. Starting materials: O=C1CCN(Cc2ccccc2)C1, CCOC(C)=O, Cl, NO, c1ccncc1. Product: ON=C1CCN(Cc2ccccc2)C1. As a reaction SMILES: [CH2:1]([c:2]1[cH:3][cH:4][cH:5][cH:6][cH:7]1)[N:8]1[CH2:9][C:10](=[O:13])[CH2:11][CH2:12]1.[CH3:23][CH2:24][O:25][C:26](=[O:27])[CH3:28].[ClH:14].[NH2:15][OH:16].[cH:17]1[cH:18][cH:19][n:20][cH:21][cH:22]1>>[CH2:1]([c:2]1[cH:3][cH:4][cH:5][cH:6][cH:7]1)[N:8]1[CH2:9][C:10](=[N:15][OH:16])[CH2:11][CH2:12]1. Starting materials: O=[N+]([O-])c1ccn(CCc2ccccc2)n1, NN, C1CCOC1. The product is Nc1ccn(CCc2ccccc2)n1. RXN SMILES: [N+:1]([O-:2])(=[O:3])[c:4]1[n:5][n:6]([CH2:9][CH2:10][c:11]2[cH:12][cH:13][cH:14][cH:15][cH:16]2)[cH:7][cH:8]1.[NH2:22][NH2:23].[O:17]1[CH2:18][CH2:19][CH2:20][CH2:21]1>>[NH2:1][c:4]1[n:5][n:6]([CH2:9][CH2:10][c:11]2[cH:12][cH:13][cH:14][cH:15][cH:16]2)[cH:7][cH:8]1. Reactants: CC1=CC(=C(C(=C1)C1=CC(=CC(=C1)C)C)OC)C1=CC(=CC(=C1)C)C (4-methyl-2,6-bis(3′,5′-dimethylphenyl)anisole), O (water), C(C)OCC (diethylether). The solvent is C(Cl)Cl (methylene chloride). Product: CC1=CC(=C(C(=C1)C1=CC(=CC(=C1)C)C)O)C1=CC(=CC(=C1)C)C (4-methyl-2,6-bis(3′,5′-dimethylphenyl)phenol). The yield is 92.0%. RXN SMILES: [CH3:1][C:2]1[CH:7]=[C:6]([C:8]2[CH:13]=[C:12]([CH3:14])[CH:11]=[C:10]([CH3:15])[CH:9]=2)[C:5]([O:16]C)=[C:4]([C:18]2[CH:23]=[C:22]([CH3:24])[CH:21]=[C:20]([CH3:25])[CH:19]=2)[CH:3]=1.O.C(OCC)C>C(Cl)Cl>[CH3:1][C:2]1[CH:3]=[C:4]([C:18]2[CH:23]=[C:22]([CH3:24])[CH:21]=[C:20]([CH3:25])[CH:19]=2)[C:5]([OH:16])=[C:6]([C:8]2[CH:9]=[C:10]([CH3:15])[CH:11]=[C:12]([CH3:14])[CH:13]=2)[CH:7]=1. Procedure details: A mixed solution of 1 mL of water and 4 mL of dimethoxyethane was added into a flask into which 2,6-dibromo-4-methylanisole (400 mg, 1.43 mmol), 3,5-dimethylphenylboronic acid (658 mg, 4.39 mmol), palladium acetate (14 mg, 0.062 mmol), triphenylphosphine (60 mg, 0.23 mmol), and potassium phosphate (940 mg, 4.43 mmol) were already added, and then refluxed at normal temperature for 6 hours. After cooling to normal temperature, an ammonium chloride aqueous solution (5 mL) and 10 mL of diethylether ... The reactants are BrCC(C(CC1=CC=C(C=C1)Br)C1=CC=C(C=C1)OC)=O (1-bromo-4-(4-bromophenyl)-3-(4-methoxyphenyl)butan-2-one), Br.C(C)SC(N)=N (S-ethylisothiourea hydrobromide), [OH-].[Na+] (NaOH), CN (methylamine). Run in CO (methanol). Conditions: temperature 25 celsius, time 0.5 hour. Product: BrC1=CC=C(C=C1)CC(C1=CC=C(C=C1)OC)C=1N=C(N(C1)C)N (4-[2-(4-bromophenyl)-1-(4-methoxyphenyl)ethyl]-1-methyl-1H-imidazol-2-amine). The yield is 100.7%. As a reaction SMILES: Br[CH2:2][C:3](=O)[CH:4]([C:13]1[CH:18]=[CH:17][C:16]([O:19][CH3:20])=[CH:15][CH:14]=1)[CH2:5][C:6]1[CH:11]=[CH:10][C:9]([Br:12])=[CH:8][CH:7]=1.[CH3:22][NH2:23].Br.C(S[C:28](=[NH:30])[NH2:29])C.[OH-].[Na+]>CO>[Br:12][C:9]1[CH:10]=[CH:11][C:6]([CH2:5][CH:4]([C:3]2[N:30]=[C:28]([NH2:29])[N:23]([CH3:22])[CH:2]=2)[C:13]2[CH:18]=[CH:17][C:16]([O:19][CH3:20])=[CH:15][CH:14]=2)=[CH:7][CH:8]=1 |f:2.3,4.5|. Procedure details: 1-bromo-4-(4-bromophenyl)-3-(4-methoxyphenyl)butan-2-one (0.15 g, 0.36 mmol) was dissolved in methanol (1.8 mL) and methylamine (0.36 mL, 0.72 mmol, 2M solution in methanol) was added in one portion and the reaction was allowed to stir at 25° C. for 0.5 hour. S-ethylisothiourea hydrobromide (0.27 mg, 1.46 mmol) and NaOH (0.61 mL, 1.82 mmol, 3M solution in water) were added to the solution and the resulting solution was allowed to stir at 25° C. for 16 hours. The reaction was purified using rever...